This data is from the Open Reaction Database (ORD), a public repository of structured organic reaction records. The task is: describe an organic reaction: reactants, conditions, products, and yield Reactants: [N+](=O)([O-])C1=CC(=C(C=C1)N)N (4-nitro-o-phenylenediamine), C(#N)NC(=N)N (cyanoguanidine), Cl (hydrochloric acid), [OH-].[Na+] (sodium hydroxide). The product is N(C(=N)N)C=1NC2=C(N1)C=CC(=C2)[N+](=O)[O-] (2-guanidino-5-nitrobenzimidazole). The yield is 17.7%. As a reaction SMILES: [N+:1]([C:4]1[CH:9]=[CH:8][C:7]([NH2:10])=[C:6]([NH2:11])[CH:5]=1)([O-:3])=[O:2].[C:12]([NH:14][C:15]([NH2:17])=[NH:16])#N.Cl.[OH-].[Na+]>>[NH:14]([C:12]1[NH:11][C:6]2[CH:5]=[C:4]([N+:1]([O-:3])=[O:2])[CH:9]=[CH:8][C:7]=2[N:10]=1)[C:15]([NH2:17])=[NH:16] |f:3.4|. Reported procedure: A mixture of 4-nitro-o-phenylenediamine (15.3g 0.1 mol), cyanoguanidine (9.25g 0.11 mol) and dilute hydrochloric acid (40 ml, 0.2 mol) was heated under reflux for 11/2 hours. The reaction mixture was cooled, basified with dilute sodium hydroxide, and filtered. The resulting solid was washed well with water (ca 500 ml), dried in vacuo and boiled with ethanol to yield 2-guanidino-5-nitrobenzimidazole (3.90g; 20%) as pale yellow microcrystals m.p. 305°-307°C. The reactants are O=C1CCC(=O)N1Br, ClC(Cl)(Cl)Cl, FC(F)c1ccc(OC(F)(F)F)cc1, O. Product: FC(F)(F)Oc1ccc(C(F)(F)Br)cc1. As a reaction SMILES: [Br:15][N:16]1[C:17](=[O:18])[CH2:19][CH2:20][C:21]1=[O:22].[Cl:24][C:25]([Cl:26])([Cl:27])[Cl:28].[F:1][CH:2]([c:3]1[cH:4][cH:5][c:6]([O:9][C:10]([F:11])([F:12])[F:13])[cH:7][cH:8]1)[F:14].[O:23]>>[F:1][C:2]([c:3]1[cH:4][cH:5][c:6]([O:9][C:10]([F:11])([F:12])[F:13])[cH:7][cH:8]1)([F:14])[Br:15].